This data is from the Open Reaction Database (ORD), a public repository of structured organic reaction records. The task is: describe an organic reaction: reactants, conditions, products, and yield Starting materials: ClC1=NC=C(C(=O)N[C@H](C)C(C)(C)C)C=C1 (6-Chloro-N-[(R)-3,3-dimethyl-2-butyl]nicotinamide), ClC1=NC=C(C(=O)N[C@H](C)C(C)(C)C)C=C1 (6-Chloro-N-[(R)-3,3-dimethyl-2-butyl]nicotinamide), C1(CC1)NC(=O)C=1C=C(C(=C(C1)B(O)O)C)F ({5-[(cyclopropylamino)carbonyl]-3-fluoro-2-methylphenyl}boronic acid), C1(CC1)NC(=O)C=1C=C(C(=C(C1)B(O)O)C)F ({5-[(cyclopropylamino)carbonyl]-3-fluoro-2-methylphenyl}boronic acid), C(O)([O-])=O.[Na+] (sodium hydrogen carbonate). Reagents/catalysts: C=1C=CC(=CC1)[P](C=2C=CC=CC2)(C=3C=CC=CC3)[Pd]([P](C=4C=CC=CC4)(C=5C=CC=CC5)C=6C=CC=CC6)([P](C=7C=CC=CC7)(C=8C=CC=CC8)C=9C=CC=CC9)[P](C=1C=CC=CC1)(C=1C=CC=CC1)C=1C=CC=CC1 (tetrakis(triphenylphosphine)palladium). The solvent is CC(C)O (propan-2-ol). Reaction conditions: temperature 90 celsius. Yields the product C1(CC1)NC(=O)C=1C=C(C(=C(C1)C1=CC=C(C=N1)C(=O)N[C@@H](C(C)(C)C)C)C)F (6-{5-[(cyclopropylamino)carbonyl]-3-fluoro-2-methylphenyl}-N-[(1R)-1,2,2-trimethylpropyl]-3-pyridinecarboxamide). As a reaction SMILES: Cl[C:2]1[CH:16]=[CH:15][C:5]([C:6]([NH:8][C@@H:9]([C:11]([CH3:14])([CH3:13])[CH3:12])[CH3:10])=[O:7])=[CH:4][N:3]=1.[CH:17]1([NH:20][C:21]([C:23]2[CH:24]=[C:25]([F:33])[C:26]([CH3:32])=[C:27](B(O)O)[CH:28]=2)=[O:22])[CH2:19][CH2:18]1.C(=O)([O-])O.[Na+]>CC(O)C.C1C=CC([P]([Pd]([P](C2C=CC=CC=2)(C2C=CC=CC=2)C2C=CC=CC=2)([P](C2C=CC=CC=2)(C2C=CC=CC=2)C2C=CC=CC=2)[P](C2C=CC=CC=2)(C2C=CC=CC=2)C2C=CC=CC=2)(C2C=CC=CC=2)C2C=CC=CC=2)=CC=1>[CH:17]1([NH:20][C:21]([C:23]2[CH:24]=[C:25]([F:33])[C:26]([CH3:32])=[C:27]([C:2]3[N:3]=[CH:4][C:5]([C:6]([NH:8][C@H:9]([CH3:10])[C:11]([CH3:14])([CH3:13])[CH3:12])=[O:7])=[CH:15][CH:16]=3)[CH:28]=2)=[O:22])[CH2:19][CH2:18]1 |f:2.3,^1:46,48,67,86|. Procedure details: 6-Chloro-N-[(R)-3,3-dimethyl-2-butyl]nicotinamide (Intermediate 11, 100 mg), {5-[(cyclopropylamino)carbonyl]-3-fluoro-2-methylphenyl}boronic acid (Intermediate 6, 100 mg), tetrakis(triphenylphosphine)palladium (10 mg) and aqueous sodium hydrogen carbonate (4 ml) were mixed in propan-2-ol (8 ml) and heated at 90° C. under nitrogen for 18 hrs. The solvents were evaporated from the cooled reaction under vacuum and the residue dissolved as far as possible in ethylacetate. The solution was applied to... Starting materials: stainless steel, C(CCCCCCCCCCCCCCCCC)(=O)O (stearic acid), N (ammonia). The solvent is O (water). Product: CCCCCCCC/C=C\CCCCCCCC(=O)O.N (ammonia soap). RXN SMILES: [C:1]([OH:20])(=[O:19])[CH2:2][CH2:3][CH2:4][CH2:5][CH2:6][CH2:7][CH2:8][CH2:9][CH2:10][CH2:11][CH2:12][CH2:13][CH2:14][CH2:15][CH2:16][CH2:17][CH3:18].[NH3:21]>O>[CH3:18][CH2:17][CH2:16][CH2:15][CH2:14][CH2:13][CH2:12][CH2:11]/[CH:10]=[CH:9]\[CH2:8][CH2:7][CH2:6][CH2:5][CH2:4][CH2:3][CH2:2][C:1]([OH:20])=[O:19].[NH3:21] |f:3.4|. Procedure details: Separately, 3.5 l of warm water maintained at 70° C. was charged in a stainless steel beaker having a capacity of 10 l, and 419 g of stearic acid was added and dissolved under heating. Then, 24.0 cc of 7 N aqueous ammonia was dropped to the solution and the mixture was stirred and homogeneously emulsified to form an ammonia soap liquid. Separately, 725 cc of a lead monoxide slurry (PbO-DS) having a concentration of 680 g/l, 1 l of water and 14.2 cc of acetic acid having a concentration of 2.7 mo...